Dataset: the Open Reaction Database (ORD), a public repository of structured organic reaction records. Task: describe an organic reaction: reactants, conditions, products, and yield Starting materials: CO, O=[N+]([O-])c1cnccc1Nc1cccc(F)c1F, [H][H]. Yields the product Nc1cnccc1Nc1cccc(F)c1F. As a reaction SMILES: [CH3:21][OH:22].[F:1][c:2]1[c:3]([NH:9][c:10]2[c:11]([N+:16]([O-:17])=[O:18])[cH:12][n:13][cH:14][cH:15]2)[cH:4][cH:5][cH:6][c:7]1[F:8].[H:19][H:20]>>[F:1][c:2]1[c:3]([NH:9][c:10]2[c:11]([NH2:16])[cH:12][n:13][cH:14][cH:15]2)[cH:4][cH:5][cH:6][c:7]1[F:8]. RXN SMILES: [CH3:1][C:2]([S@@:5]([NH2:7])=[O:6])([CH3:4])[CH3:3].[Si:8]([O:15][CH2:16][CH:17]=O)([C:11]([CH3:14])([CH3:13])[CH3:12])([CH3:10])[CH3:9]>>[Si:8]([O:15][CH2:16][CH:17]=[N:7][S@:5]([C:2]([CH3:4])([CH3:3])[CH3:1])=[O:6])([C:11]([CH3:14])([CH3:13])[CH3:12])([CH3:10])[CH3:9]. The reactants are CC(C)(C)[S@](=O)N ((S)-(−)-2-methyl-2-propanesulfinamide), [Si](C)(C)(C(C)(C)C)OCC=O ((tert-butyldimethylsilyloxy)acetaldehyde). Procedure: (S)-N-(2-{[tert-butyl(dimethyl)silyl]oxy}ethylidene)-2-methylpropane-2-sulfinamide was prepared from (S)-(−)-2-methyl-2-propanesulfinamide and (tert-butyldimethylsilyloxy)acetaldehyde essentially according to the procedure of Barrow, J. C.; Ngo, P. L. Tetrahedron Lett. 2000, PAGES. The product is [Si](C)(C)(C(C)(C)C)OCC=N[S@@](=O)C(C)(C)C ((S)-N-(2-{[tert-butyl(dimethyl)silyl]oxy}ethylidene)-2-methylpropane-2-sulfinamide). The reactants are ClC1=C(C=CC(=C1)Cl)C(CC1=NNC=C1)=O (1-(2,4-dichlorophenyl)-2-pyrazolylethan-1-one), CC=1N=CNC1 (4-methylimidazole). Yields the product ClC1=C(C=CC(=C1)Cl)C(CC=1NC=C(N1)C)=O (1-(2,4-Dichlorophenyl)-2-(4-methylimidazolyl)ethan-1-one). RXN SMILES: [Cl:1][C:2]1[CH:7]=[C:6]([Cl:8])[CH:5]=[CH:4][C:3]=1[C:9](=[O:16])[CH2:10][C:11]1C=CN[N:12]=1.[CH3:17][C:18]1[N:19]=CN[CH:22]=1>>[Cl:1][C:2]1[CH:7]=[C:6]([Cl:8])[CH:5]=[CH:4][C:3]=1[C:9](=[O:16])[CH2:10][C:11]1[NH:12][CH:17]=[C:18]([CH3:22])[N:19]=1. Procedure details: Made using the same procedure as for 1-(2,4-dichlorophenyl)-2-pyrazolylethan-1-one except that 4-methylimidazole (3.7 g, 44.8 mmol) was used in place of pyrazole. The crude residue was purified on silica gel (5% MeOH/CH2Cl2) to yield a light yellow solid.